This data is from the Open Reaction Database (ORD), a public repository of structured organic reaction records. The task is: describe an organic reaction: reactants, conditions, products, and yield The solvent is ClCCl (dichloromethane). Isolated yield 67.2%. Procedure: (3-{3-[(6-tert-Butoxypyridin-3-yl)oxy]azetidin-1-yl}-2-fluorophenyl)methanol (760 mg) was mixed with dichloromethane (5 ml), and TFA (2 ml) was added thereto, followed by stirring at room temperature for 3 hours. The reaction mixture was concentrated under reduced pressure, and a 1 M aqueous NaOH solution and CHCl3 were added thereto. The organic layer was dried over Na2SO4 and then concentrated under reduced pressure. The obtained residue was purified by silica gel column chromatography (CHCl3/... The reactants are C(C)(C)(C)OC1=CC=C(C=N1)OC1CN(C1)C=1C(=C(C=CC1)CO)F ((3-{3-[(6-tert-Butoxypyridin-3-yl)oxy]azetidin-1-yl}-2-fluorophenyl)methanol), C(=O)(C(F)(F)F)O (TFA). Yields the product FC1=C(C=CC=C1CO)N1CC(C1)OC=1C=CC(NC1)=O (5-({1-[2-fluoro-3-(hydroxymethyl)phenyl]azetidin-3-yl}oxy)pyridin-2(1H)-one). Reaction SMILES: C([O:5][C:6]1[N:11]=[CH:10][C:9]([O:12][CH:13]2[CH2:16][N:15]([C:17]3[C:18]([F:25])=[C:19]([CH2:23][OH:24])[CH:20]=[CH:21][CH:22]=3)[CH2:14]2)=[CH:8][CH:7]=1)(C)(C)C.C(O)(C(F)(F)F)=O>ClCCl>[F:25][C:18]1[C:19]([CH2:23][OH:24])=[CH:20][CH:21]=[CH:22][C:17]=1[N:15]1[CH2:14][CH:13]([O:12][C:9]2[CH:8]=[CH:7][C:6](=[O:5])[NH:11][CH:10]=2)[CH2:16]1. Run at time 3 hour.